From a dataset of the Open Reaction Database (ORD), a public repository of structured organic reaction records. describe an organic reaction: reactants, conditions, products, and yield The reactants are ClC1=NC=CC(=N1)C1=C(N=C(S1)C(C)(C)NC(OC(C)(C)C)=O)C1=C(C(=CC=C1)NS(=O)(=O)C1=C(C=CC=C1F)F)F (1,1-dimethylethyl {1-[5-(2-chloro-4-pyrimidinyl)-4-(3-{[(2,6-difluorophenyl)sulfonyl]amino}-2-fluorophenyl)-1,3-thiazol-2-yl]-1-methylethyl}carbamate), [OH-].[NH4+] (ammonium hydroxide). Product: NC(C)(C)C=1SC(=C(N1)C=1C(=C(C=CC1)NS(=O)(=O)C1=C(C=CC=C1F)F)F)C1=NC(=NC=C1)N (N-{3-[2-(1-amino-1-methylethyl)-5-(2-amino-4-pyrimidinyl)-1,3-thiazol-4-yl]-2-fluorophenyl}-2,6-difluorobenzenesulfonamide). Isolated yield 45.0%. As a reaction SMILES: Cl[C:2]1[N:7]=[C:6]([C:8]2[S:12][C:11]([C:13]([NH:16]C(=O)OC(C)(C)C)([CH3:15])[CH3:14])=[N:10][C:9]=2[C:24]2[CH:29]=[CH:28][CH:27]=[C:26]([NH:30][S:31]([C:34]3[C:39]([F:40])=[CH:38][CH:37]=[CH:36][C:35]=3[F:41])(=[O:33])=[O:32])[C:25]=2[F:42])[CH:5]=[CH:4][N:3]=1.[OH-].[NH4+:44]>>[NH2:16][C:13]([C:11]1[S:12][C:8]([C:6]2[CH:5]=[CH:4][N:3]=[C:2]([NH2:44])[N:7]=2)=[C:9]([C:24]2[C:25]([F:42])=[C:26]([NH:30][S:31]([C:34]3[C:35]([F:41])=[CH:36][CH:37]=[CH:38][C:39]=3[F:40])(=[O:33])=[O:32])[CH:27]=[CH:28][CH:29]=2)[N:10]=1)([CH3:15])[CH3:14] |f:1.2|. Procedure: Following a procedure analogous to the procedure described in Example 312 using 1,1-dimethylethyl {1-[5-(2-chloro-4-pyrimidinyl)-4-(3-{[(2,6-difluorophenyl)sulfonyl]amino}-2-fluorophenyl)-1,3-thiazol-2-yl]-1-methylethyl}carbamate (100 mg, 0.156 mmol) and ammonium hydroxide (2 mL, 51.4 mmol) at 90° C. for 3 hours, the title compound was obtained as a solid (37 mg 45% yield). MS (ESI): 521.2 [M+H]+ Starting materials: COC(=O)c1ccc2c(c1)OC(C)(C)C(=O)N2, CN(C)C=O, CCOC(C)=O, [H-], CC(C)I, [Na+], O. The product is COC(=O)c1ccc2c(c1)OC(C)(C)C(=O)N2C(C)C. As a reaction SMILES: [CH3:1][C:2]1([CH3:17])[O:3][c:4]2[c:5]([cH:9][cH:10][c:11]([C:13](=[O:14])[O:15][CH3:16])[cH:12]2)[NH:6][C:7]1=[O:8].[CH3:25][N:26]([CH3:27])[CH:28]=[O:29].[CH3:30][CH2:31][O:32][C:33](=[O:34])[CH3:35].[H-:18].[I:20][CH:21]([CH3:22])[CH3:23].[Na+:19].[OH2:24]>>[CH3:1][C:2]1([CH3:17])[O:3][c:4]2[c:5]([cH:9][cH:10][c:11]([C:13](=[O:14])[O:15][CH3:16])[cH:12]2)[N:6]([CH:21]([CH3:22])[CH3:23])[C:7]1=[O:8]. The reactants are CC(C)(COS(C)(=O)=O)CC1COC(C)(C)N1C(=O)OC(C)(C)C, CS(C)=O, CCOC(C)=O, N#C[Na], O. Yields the product CC(C)(CC#N)CC1COC(C)(C)N1C(=O)OC(C)(C)C. As a reaction SMILES: [C:1]([CH3:2])([CH3:3])([CH3:4])[O:5][C:6](=[O:7])[N:8]1[C:9]([CH3:23])([CH3:24])[O:10][CH2:11][CH:12]1[CH2:13][C:14]([CH2:15][O:16][S:17]([CH3:18])(=[O:19])=[O:20])([CH3:21])[CH3:22].[CH3:28][S:29]([CH3:30])=[O:31].[CH3:33][CH2:34][O:35][C:36](=[O:37])[CH3:38].[Na:25][C:26]#[N:27].[OH2:32]>>[C:1]([CH3:2])([CH3:3])([CH3:4])[O:5][C:6](=[O:7])[N:8]1[C:9]([CH3:23])([CH3:24])[O:10][CH2:11][CH:12]1[CH2:13][C:14]([CH2:15][C:26]#[N:27])([CH3:21])[CH3:22]. Reactants: B(F)(F)F.CCOCC (Boron trifluoride etherate), C(#N)C1=CC=C(C(=O)N(C)CC2(COC2)C2CCCCC2)C=C1 (3-[N-(4-cyanobenzoyl)-N-methylaminomethyl]-3-cyclohexyloxetane), B(F)(F)F.CCOCC (boron trifluoride etherate). Solvent: ClCCl (dichloromethane), ClCCl (dichloromethane). Run at time 24 hour. Yields the product C(#N)C1=CC=C(C=C1)C12OCC(CO1)(CN2C)C2CCCCC2 (1-(4-cyanophenyl)-4-cyclohexyl-7-methyl-2,6-dioxa-7-aza-bicyclo[2,2,2]octane). As a reaction SMILES: B(F)(F)F.CCOCC.[C:10]([C:12]1[CH:32]=[CH:31][C:15]([C:16]([N:18]([CH2:20][C:21]2([CH:25]3[CH2:30][CH2:29][CH2:28][CH2:27][CH2:26]3)[CH2:24][O:23][CH2:22]2)[CH3:19])=[O:17])=[CH:14][CH:13]=1)#[N:11]>ClCCl>[C:10]([C:12]1[CH:13]=[CH:14][C:15]([C:16]23[N:18]([CH3:19])[CH2:20][C:21]([CH:25]4[CH2:30][CH2:29][CH2:28][CH2:27][CH2:26]4)([CH2:22][O:23]2)[CH2:24][O:17]3)=[CH:31][CH:32]=1)#[N:11] |f:0.1|. Procedure details: Boron trifluoride etherate (37.2 μl) was added to a stirred solution of 3-[N-(4-cyanobenzoyl)-N-methylaminomethyl]-3-cyclohexyloxetane (281 mg) in dichloromethane (3 ml) at -70° C. under nitrogen. After stirring overnight a further portion of boron trifluoride etherate (110 μl) was added. After stirring for a further 24 hours the reaction mixture was poured into dichloromethane (20 ml, saturated with ammonia). Filtration and evaporation of the filtrate gave 1-(4-cyanophenyl)-4-cyclohexyl-7-methy... Reaction conditions: temperature 80 celsius. The reactants are C(C)(C)(C)C=1C=C(N(N1)C1=CC=C(C=C1)C)C(C#N)O[Si](C)(C)C ((5-tert-Butyl-2-p-tolyl-2H-pyrazol-3-yl)-trimethylsilanyloxy-acetonitrile), O (water), Cl (HCl), [OH-].[K+] (KOH). The product is C(C)(C)(C)C=1C=C(N(N1)C1=CC=C(C=C1)C)C(C(=O)O)O ((5-tert-Butyl-2-p-tolyl-2H-pyrazol-3-yl)-hydroxy-acetic acid). Isolated yield 60.0%. RXN SMILES: [C:1]([C:5]1[CH:6]=[C:7]([CH:17]([O:20][Si](C)(C)C)[C:18]#N)[N:8]([C:10]2[CH:15]=[CH:14][C:13]([CH3:16])=[CH:12][CH:11]=2)[N:9]=1)([CH3:4])([CH3:3])[CH3:2].Cl.[OH-:26].[K+].[OH2:28]>>[C:1]([C:5]1[CH:6]=[C:7]([CH:17]([OH:20])[C:18]([OH:28])=[O:26])[N:8]([C:10]2[CH:15]=[CH:14][C:13]([CH3:16])=[CH:12][CH:11]=2)[N:9]=1)([CH3:4])([CH3:3])[CH3:2] |f:2.3|. Reported procedure: To a round bottom flask containing (5-tert-Butyl-2-p-tolyl-2H-pyrazol-3-yl)-trimethylsilanyloxy-acetonitrile was added 100 mL concentrated HCl and heated to 80° C. After overnight heating, the reaction was diluted with 150 mL water and extracted with DCM (3×100 mL). The organic layers were washed with brine, dried over sodium sulfate, and concentrated under vacuum. The residue was then re-dissolved in about 75 mL methanol, followed by the addition of KOH (0.45 g, 8 mmol) and the solution was ref...